This data is from the Open Reaction Database (ORD), a public repository of structured organic reaction records. The task is: describe an organic reaction: reactants, conditions, products, and yield Reactants: O=C([O-])O, CCOCC, Fc1ccc(C(OCCN2CCNCC2)c2ccc(F)cc2)cc1, O=N[O-], [Na+], [Na+], O. Yields the product O=NN1CCN(CCOC(c2ccc(F)cc2)c2ccc(F)cc2)CC1. Reaction SMILES: [C:35](=[O:36])([OH:37])[O-:38].[CH3:30][CH2:31][O:32][CH2:33][CH3:34].[F:1][c:2]1[cH:3][cH:4][c:5]([CH:8]([O:9][CH2:10][CH2:11][N:12]2[CH2:13][CH2:14][NH:15][CH2:16][CH2:17]2)[c:18]2[cH:19][cH:20][c:21]([F:24])[cH:22][cH:23]2)[cH:6][cH:7]1.[N:25](=[O:26])[O-:27].[Na+:28].[Na+:39].[OH2:29]>>[F:1][c:2]1[cH:3][cH:4][c:5]([CH:8]([O:9][CH2:10][CH2:11][N:12]2[CH2:13][CH2:14][N:15]([N:25]=[O:26])[CH2:16][CH2:17]2)[c:18]2[cH:19][cH:20][c:21]([F:24])[cH:22][cH:23]2)[cH:6][cH:7]1. Reactants: CC(=O)O[BH-](OC(C)=O)OC(C)=O, O=C([O-])O, CCOC(C)=O, COCc1cc(OC)c(-c2cccc3c(NCC4CC4)c(COC)nn23)c(OC)c1, [Na+], [Na+], O=CC1CCOCC1, C1CCOC1, O. The product is COCc1cc(OC)c(-c2cccc3c(N(CC4CCOCC4)CC4CC4)c(COC)nn23)c(OC)c1. RXN SMILES: [C:39]([O:40][BH-:41]([O:42][C:43](=[O:44])[CH3:45])[O:46][C:47](=[O:48])[CH3:49])(=[O:50])[CH3:51].[C:53](=[O:54])([OH:55])[O-:56].[CH3:63][CH2:64][O:65][C:66](=[O:67])[CH3:68].[CH:1]1([CH2:4][NH:5][c:6]2[c:7]([CH2:28][O:29][CH3:30])[n:8][n:9]3[c:10]2[cH:11][cH:12][cH:13][c:14]3-[c:15]2[c:16]([O:26][CH3:27])[cH:17][c:18]([CH2:23][O:24][CH3:25])[cH:19][c:20]2[O:21][CH3:22])[CH2:2][CH2:3]1.[Na+:52].[Na+:57].[O:31]1[CH2:32][CH2:33][CH:34]([CH:37]=[O:38])[CH2:35][CH2:36]1.[O:58]1[CH2:59][CH2:60][CH2:61][CH2:62]1.[OH2:69]>>[CH:1]1([CH2:4][N:5]([c:6]2[c:7]([CH2:28][O:29][CH3:30])[n:8][n:9]3[c:10]2[cH:11][cH:12][cH:13][c:14]3-[c:15]2[c:16]([O:26][CH3:27])[cH:17][c:18]([CH2:23][O:24][CH3:25])[cH:19][c:20]2[O:21][CH3:22])[CH2:37][CH:34]2[CH2:33][CH2:32][O:31][CH2:36][CH2:35]2)[CH2:2][CH2:3]1.